Task: describe an organic reaction: reactants, conditions, products, and yield. Dataset: the Open Reaction Database (ORD), a public repository of structured organic reaction records Starting materials: CCN(C(C)C)C(C)C, CC(C)O, Clc1nccnc1Oc1ccc(Nc2nc3ccccc3s2)cc1, Cl, NC1CCCOC1. Product: c1ccc2sc(Nc3ccc(Oc4nccnc4NC4CCCOC4)cc3)nc2c1. As a reaction SMILES: [CH:33]([N:34]([CH2:35][CH3:36])[CH:37]([CH3:38])[CH3:39])([CH3:40])[CH3:41].[CH:42]([OH:43])([CH3:44])[CH3:45].[Cl:1][c:2]1[c:3]([O:8][c:9]2[cH:10][cH:11][c:12]([NH:15][c:16]3[s:17][c:18]4[c:19]([n:20]3)[cH:21][cH:22][cH:23][cH:24]4)[cH:13][cH:14]2)[n:4][cH:5][cH:6][n:7]1.[ClH:25].[O:26]1[CH2:27][CH:28]([NH2:32])[CH2:29][CH2:30][CH2:31]1>>[c:2]1([NH:32][CH:28]2[CH2:27][O:26][CH2:31][CH2:30][CH2:29]2)[c:3]([O:8][c:9]2[cH:10][cH:11][c:12]([NH:15][c:16]3[s:17][c:18]4[c:19]([n:20]3)[cH:21][cH:22][cH:23][cH:24]4)[cH:13][cH:14]2)[n:4][cH:5][cH:6][n:7]1. Yields the product C(C)(C)(C)OC(=O)N1CCC(CC1)COC1=C(C=C(C2=CC=CC=C12)Cl)C(NC(CC)(C)C(=O)O)=O (4-[2-(1-carboxy-1-methyl-propylcarbamoyl)-4-chloro-naphthalen-1-yloxymethyl]-piperidine-1-carboxylic acid tert-butyl ester). Starting materials: C(C)(C)(C)OC(=O)N1CCC(CC1)COC1=C(C=C(C2=CC=CC=C12)Cl)C(NC(CC)(C)C(=O)OCC)=O (4-[4-chloro-2-(1-ethoxycarbonyl-1-methyl-propylcarbamoyl)-naphthalen-1-yloxymethyl]-piperidine-1-carboxylic acid tert-butyl ester), CO (MeOH), [OH-].[Na+] (sodium hydroxide). RXN SMILES: [C:1]([O:5][C:6]([N:8]1[CH2:13][CH2:12][CH:11]([CH2:14][O:15][C:16]2[C:25]3[C:20](=[CH:21][CH:22]=[CH:23][CH:24]=3)[C:19]([Cl:26])=[CH:18][C:17]=2[C:27](=[O:38])[NH:28][C:29]([C:33]([O:35]CC)=[O:34])([CH3:32])[CH2:30][CH3:31])[CH2:10][CH2:9]1)=[O:7])([CH3:4])([CH3:3])[CH3:2].CO.[OH-].[Na+]>C1COCC1>[C:1]([O:5][C:6]([N:8]1[CH2:9][CH2:10][CH:11]([CH2:14][O:15][C:16]2[C:25]3[C:20](=[CH:21][CH:22]=[CH:23][CH:24]=3)[C:19]([Cl:26])=[CH:18][C:17]=2[C:27](=[O:38])[NH:28][C:29]([C:33]([OH:35])=[O:34])([CH3:32])[CH2:30][CH3:31])[CH2:12][CH2:13]1)=[O:7])([CH3:2])([CH3:3])[CH3:4] |f:2.3|. The solvent is C1CCOC1 (THF). Yield: 30.9%. Procedure details: A solution of 41 mg of 4-[4-chloro-2-(1-ethoxycarbonyl-1-methyl-propylcarbamoyl)-naphthalen-1-yloxymethyl]-piperidine-1-carboxylic acid tert-butyl ester (see example 160, step a)) in 4 mL THF and 1 mL MeOH was treated with 4 mL of 2 M aqueous sodium hydroxide. The reaction mixture was stirred at room temperature overnight. The organic solvent was removed in vacuo. The residue was taken up in 6 ml of water and washed with ethyl acetate. It was treated with 2 M hydrochloric acid to adjust the pH t... Run at time 8 hour. Reaction SMILES: [H-].[Na+].[C:3]([O:7][C:8](=[O:24])[NH:9][C@@H:10]1[C:16](=[O:17])[NH:15][C:14]2[CH:18]=[C:19]([F:22])[CH:20]=[CH:21][C:13]=2[O:12][C@@H:11]1[CH3:23])([CH3:6])([CH3:5])[CH3:4].[CH2:25](Br)[CH:26]=[CH2:27]>CN(C)C=O>[C:3]([O:7][C:8](=[O:24])[NH:9][C@@H:10]1[C:16](=[O:17])[N:15]([CH2:27][CH:26]=[CH2:25])[C:14]2[CH:18]=[C:19]([F:22])[CH:20]=[CH:21][C:13]=2[O:12][C@@H:11]1[CH3:23])([CH3:6])([CH3:4])[CH3:5] |f:0.1|. The yield is 99.3%. Product: C(C)(C)(C)OC(N[C@H]1[C@H](OC2=C(N(C1=O)CC=C)C=C(C=C2)F)C)=O (((6R,7S)-9-allyl-2-fluoro-6-methyl-8-oxo-6,7,8,9-tetrahydro-5-oxa-9-aza-benzocyclohepten-7-yl)-carbamic acid tert-butyl ester). Conditions: time 3 hour. Reported procedure: To a suspension of 0.28 g (6.44 mmol) sodium hydride in 40 ml dimethylformamide were added at 0° C. 2.0 g (6.44 mmol) ((6R,7S)-2-fluoro-6-methyl-8-oxo-6,7,8,9-tetrahydro-5-oxa-9-aza-benzocyclohepten-7-yl)-carbamic acid tert-butyl ester in 20 ml dimethylformamide. After 30 minutes 0.55 ml (6.44 mmol) allyl bromide was added. Stirring was continued for 3 hours. Extraction with ethylacetate/water and chromatography on silicagel with heptane to ethylacetate/heptane 1:1 yielded 2.24 g (99%) ((6R,7S)-... The reactants are C(C)(C)(C)OC(N[C@H]1[C@H](OC2=C(NC1=O)C=C(C=C2)F)C)=O (((6R,7S)-2-fluoro-6-methyl-8-oxo-6,7,8,9-tetrahydro-5-oxa-9-aza-benzocyclohepten-7-yl)-carbamic acid tert-butyl ester), [H-].[Na+] (sodium hydride), C(C=C)Br (allyl bromide). The solvent is CN(C=O)C (dimethylformamide), CN(C=O)C (dimethylformamide). Starting materials: CC1=C(C=C(C(=C1)C)NS(=O)(=O)C(F)(F)F)S(=O)(=O)Cl (2,4-dimethyl-5-(trifluoromethanesulfonamido)benzenesulfonyl chloride), CN (methylamine), Cl (hydrochloric acid), resultant mixture. The solvent is O (water). Run at time 8 hour. Yields the product CNS(=O)(=O)C1=C(C=C(C(=C1)NS(=O)(=O)C(F)(F)F)C)C (N-methyl-2,4-dimethyl-5-(trifluoromethanesulfonamido)benzenesulfonamide). Isolated yield 74.5%. RXN SMILES: [CH3:1][C:2]1[CH:7]=[C:6]([CH3:8])[C:5]([NH:9][S:10]([C:13]([F:16])([F:15])[F:14])(=[O:12])=[O:11])=[CH:4][C:3]=1[S:17](Cl)(=[O:19])=[O:18].[CH3:21][NH2:22].Cl>O>[CH3:21][NH:22][S:17]([C:3]1[CH:4]=[C:5]([NH:9][S:10]([C:13]([F:16])([F:15])[F:14])(=[O:12])=[O:11])[C:6]([CH3:8])=[CH:7][C:2]=1[CH3:1])(=[O:19])=[O:18]. Procedure: A mixture of 2,4-dimethyl-5-(trifluoromethanesulfonamido)benzenesulfonyl chloride (1.5 g), a 40% aqueous soltution of methylamine (1 g) and water (20 ml) was stirred at room temperature and allowed to stand overnight at the same temperature. The resultant mixture was made acidic with 5% aqueous hydrochloric acid to precipitate an oily substance, which was then extracted with chloroform. The organic layer was washed with a 5% aqueous solution of hydrochloric acid and water in order and dried over... Starting materials: CC(C)(C)[Si](C)(C)OC1CCC(=O)CC1, CCOP(=O)(CC#N)OCC, CC(C)(C)[O-], [K+], C1CCOC1. Yields the product CC(C)(C)[Si](C)(C)OC1CCC(=CC#N)CC1. As a reaction SMILES: [C:18]([CH3:19])([CH3:20])([CH3:21])[Si:22]([O:23][CH:24]1[CH2:25][CH2:26][C:27](=[O:30])[CH2:28][CH2:29]1)([CH3:31])[CH3:32].[C:7](#[N:8])[CH2:9][P:10](=[O:11])([O:12][CH2:13][CH3:14])[O:15][CH2:16][CH3:17].[CH3:1][C:2]([CH3:3])([O-:4])[CH3:5].[K+:6].[O:33]1[CH2:34][CH2:35][CH2:36][CH2:37]1>>[C:7](#[N:8])[CH:9]=[C:27]1[CH2:26][CH2:25][CH:24]([O:23][Si:22]([C:18]([CH3:19])([CH3:20])[CH3:21])([CH3:31])[CH3:32])[CH2:29][CH2:28]1. RXN SMILES: [CH2:15]([Cl:16])[Cl:17].[Cl:1][S:2](=[O:3])(=[O:4])[c:5]1[c:6]([C:10](=[O:11])[O:12][CH3:13])[cH:7][s:8][cH:9]1.[NH3:14]>>[S:2](=[O:3])(=[O:4])([c:5]1[c:6]([C:10](=[O:11])[O:12][CH3:13])[cH:7][s:8][cH:9]1)[NH2:14]. The reactants are ClCCl, COC(=O)c1cscc1S(=O)(=O)Cl, N. Yields the product COC(=O)c1cscc1S(N)(=O)=O. Reactants: C1(=CC=CC=C1)CCN1CCC(CC1)=O (1-(2-phenylethyl)-4-piperidone), Cl.NO (hydroxylamine hydrochloride). Product: C1(=CC=CC=C1)CCN1CCC(CC1)=NO (1-(2-Phenylethyl)-4-piperidone oxime). Reaction SMILES: [C:1]1([CH2:7][CH2:8][N:9]2[CH2:14][CH2:13][C:12](=O)[CH2:11][CH2:10]2)[CH:6]=[CH:5][CH:4]=[CH:3][CH:2]=1.Cl.[NH2:17][OH:18]>>[C:1]1([CH2:7][CH2:8][N:9]2[CH2:14][CH2:13][C:12](=[N:17][OH:18])[CH2:11][CH2:10]2)[CH:6]=[CH:5][CH:4]=[CH:3][CH:2]=1 |f:1.2|. Reported procedure: 1-(2-Phenylethyl)-4-piperidone oxime is prepared from 1-(2-phenylethyl)-4-piperidone and hydroxylamine hydrochloride essentially as described above in Example 38, Scheme C, step b. Starting materials: CCO, CC#N, Fc1ccc2c(C3CCNCC3)noc2c1, [K+], [K+], O=C([O-])[O-], CS(=O)(=O)OCCC1COc2ccccc2O1. Product: Fc1ccc2c(C3CCN(CCC4COc5ccccc5O4)CC3)noc2c1. As a reaction SMILES: [CH3:40][CH2:41][OH:42].[CH3:43][C:44]#[N:45].[F:1][c:2]1[cH:3][c:4]2[c:5]([c:6]([CH:9]3[CH2:10][CH2:11][NH:12][CH2:13][CH2:14]3)[n:7][o:8]2)[cH:15][cH:16]1.[K+:17].[K+:18].[O-:19][C:20]([O-:21])=[O:22].[S:23]([O:24][CH2:28][CH2:29][CH:30]1[CH2:31][O:32][c:33]2[c:34]([cH:36][cH:37][cH:38][cH:39]2)[O:35]1)([CH3:25])(=[O:26])=[O:27]>>[F:1][c:2]1[cH:3][c:4]2[c:5]([c:6]([CH:9]3[CH2:10][CH2:11][N:12]([CH2:28][CH2:29][CH:30]4[CH2:31][O:32][c:33]5[c:34]([cH:36][cH:37][cH:38][cH:39]5)[O:35]4)[CH2:13][CH2:14]3)[n:7][o:8]2)[cH:15][cH:16]1. As a reaction SMILES: [CH3:33][C:34](=[O:35])[OH:36].[F:1][C:2]([c:3]1[cH:4][c:5]([NH:9][c:10]2[c:11]([CH:12]=[O:13])[cH:14][cH:15][cH:16][cH:17]2)[cH:6][cH:7][cH:8]1)([F:18])[F:19].[NH2:27][CH2:28][CH2:29][C:30]([OH:31])=[O:32].[S:20]1[C:21](=[S:22])[NH:23][C:24](=[O:25])[CH2:26]1>>[F:1][C:2]([c:3]1[cH:4][c:5]([NH:9][c:10]2[c:11]([CH:12]=[C:26]3[S:20][C:21](=[S:22])[NH:23][C:24]3=[O:25])[cH:14][cH:15][cH:16][cH:17]2)[cH:6][cH:7][cH:8]1)([F:18])[F:19]. Yields the product O=C1NC(=S)SC1=Cc1ccccc1Nc1cccc(C(F)(F)F)c1. Starting materials: CC(=O)O, O=Cc1ccccc1Nc1cccc(C(F)(F)F)c1, NCCC(=O)O, O=C1CSC(=S)N1. Starting materials: C([O-])([O-])=O.[Cs+].[Cs+] (caesium carbonate), C(C)I (ethyl iodide), CC1=C(C(=CC(=C1)[N+](=O)[O-])C)O (2,6-dimethyl-4-nitrophenol). Run in C(C)#N (acetonitrile). Product: CC=1C=C(C=C(C1OCC)C)[N+](=O)[O-] (3,5-Dimethyl-4-ethoxy-nitrobenzene). As a reaction SMILES: C(=O)([O-])[O-].[Cs+].[Cs+].[CH2:7](I)[CH3:8].[CH3:10][C:11]1[CH:16]=[C:15]([N+:17]([O-:19])=[O:18])[CH:14]=[C:13]([CH3:20])[C:12]=1[OH:21]>C(#N)C>[CH3:20][C:13]1[CH:14]=[C:15]([N+:17]([O-:19])=[O:18])[CH:16]=[C:11]([CH3:10])[C:12]=1[O:21][CH2:7][CH3:8] |f:0.1.2|. Procedure details: 300 mmol (326 g) of caesium carbonate and 374 mmol (58.5 g) of ethyl iodide are added in succession to a solution of 149.5 mmol (25 g) of 2,6-dimethyl-4-nitrophenol in 1300 ml of acetonitrile. The whole is heated at reflux under an inert atmosphere for 15 hours. The reaction mixture is subsequently cooled and then filtered, and the filtrate is evaporated. The residue is dissolved in ethyl acetate and washed with water and then with 10% aqueous sodium chloride solution. The expected product is ob...